Dataset: the Open Reaction Database (ORD), a public repository of structured organic reaction records. Task: describe an organic reaction: reactants, conditions, products, and yield Reactants: Cl.BrC=1C(=NC=CC1)OC1=CC=C(C=C1)NC1=NC=CC=C1 (N-(4-(3-Bromopyridin-2-yloxy)phenyl)pyridin-2-amine hydrochloride), N1=CC(=CC=C1)B(O)O (3-pyridineboronic acid), C(=O)(O)O (sodium carbonate anhydrous), COCCOC (DME). Reagents/catalysts: Cl[Pd]([P](C1=CC=CC=C1)(C2=CC=CC=C2)C3=CC=CC=C3)([P](C4=CC=CC=C4)(C5=CC=CC=C5)C6=CC=CC=C6)Cl (trans-dichlorobis(triphenylphosphine)palladium). Run in CCO (EtOH), O (H2O). Conditions: temperature 145 celsius. Product: N1=C(C(=CC=C1)C=1C=NC=CC1)OC1=CC=C(C=C1)NC1=NC=CC=C1 (N-(4-(3,3′-BIPYRIDIN-2-YLOXY)PHENYL)PYRIDIN-2-AMINE). As a reaction SMILES: Cl.Br[C:3]1[C:4]([O:9][C:10]2[CH:15]=[CH:14][C:13]([NH:16][C:17]3[CH:22]=[CH:21][CH:20]=[CH:19][N:18]=3)=[CH:12][CH:11]=2)=[N:5][CH:6]=[CH:7][CH:8]=1.[N:23]1[CH:28]=[CH:27][CH:26]=[C:25](B(O)O)[CH:24]=1.C(O)(O)=O.COCCOC>Cl[Pd](Cl)([P](C1C=CC=CC=1)(C1C=CC=CC=1)C1C=CC=CC=1)[P](C1C=CC=CC=1)(C1C=CC=CC=1)C1C=CC=CC=1.CCO.O>[N:5]1[CH:6]=[CH:7][CH:8]=[C:3]([C:25]2[CH:24]=[N:23][CH:28]=[CH:27][CH:26]=2)[C:4]=1[O:9][C:10]1[CH:15]=[CH:14][C:13]([NH:16][C:17]2[CH:22]=[CH:21][CH:20]=[CH:19][N:18]=2)=[CH:12][CH:11]=1 |f:0.1,^1:44,63|. Procedure details: A mixture of N-(4-(3-Bromopyridin-2-yloxy)phenyl)pyridin-2-amine hydrochloride (0.257 g, 0.68 mmol), 3-pyridineboronic acid (0.115 g, 0.94 mmol), sodium carbonate anhydrous (0.358 g, 3.4 mmol) and trans-dichlorobis(triphenylphosphine)palladium (II) (0.045 g, 0.064 mmol) in 6:3:2 DME:H2O:EtOH was sealed under argon in a microwave tube and heated at 145° C. for 15 min in the microwave (Emrys by Personal Chemistry). The reaction was filtered and the filtrate was partitioned between EtOAc/brine. The... Reactants: C(C)(C)N(C(C)C)CC (N,N-Diisopropylethylamine), BrCC#N (bromoacetonitrile), C(C)(C)(C)OC(=O)N[C@H](C(=O)O)CC[C@H]1CN(CS1)C(=O)OC(C)(C)C ((S)-2-((tert-butoxycarbonyl)amino)-4-((S)-3-(tert-butoxycarbonyl) thiazolidin-5-yl)butanoic acid). Solvent: C(C)#N (acetonitrile). Run at time 3 hour. Product: C(C)(C)(C)OC(=O)N[C@@H](CC[C@H]1CN(CS1)C(=O)OC(C)(C)C)C(=O)OCC#N ((S)-tert-butyl 5-((S)-3-((tert-butoxycarbonyl)amino)-4-(cyanomethoxy)-4-oxobutyl)thiazolidine-3-carboxylate). Isolated yield 87.2%. RXN SMILES: [CH:1]([N:4](CC)C(C)C)(C)[CH3:2].BrCC#N.[C:14]([O:18][C:19]([NH:21][C@@H:22]([CH2:26][CH2:27][C@@H:28]1[S:32][CH2:31][N:30]([C:33]([O:35][C:36]([CH3:39])([CH3:38])[CH3:37])=[O:34])[CH2:29]1)[C:23]([OH:25])=[O:24])=[O:20])([CH3:17])([CH3:16])[CH3:15]>C(#N)C>[C:14]([O:18][C:19]([NH:21][C@H:22]([C:23]([O:25][CH2:2][C:1]#[N:4])=[O:24])[CH2:26][CH2:27][C@@H:28]1[S:32][CH2:31][N:30]([C:33]([O:35][C:36]([CH3:39])([CH3:38])[CH3:37])=[O:34])[CH2:29]1)=[O:20])([CH3:17])([CH3:16])[CH3:15]. Procedure details: N,N-Diisopropylethylamine (48 μL, 0.276 mmol) and subsequently bromoacetonitrile (88 μL, 1.255 mmol) were added to a solution of (S)-2-((tert-butoxycarbonyl)amino)-4-((S)-3-(tert-butoxycarbonyl) thiazolidin-5-yl)butanoic acid (Compound tk2) (98 mg, 0.251 mmol) in acetonitrile (0.5 mL) at room temperature under a nitrogen atmosphere. The reaction mixture was stirred at the same temperature for 3 hours and then concentrated under reduced pressure, and the resulting crude product was purified by no... Starting materials: CC(C)(C)NC(=O)C1CCCN1C(=O)C(O)C(Cc1ccccc1)NC(=O)C(CC(N)=O)NC(=O)OC(C)(C)C, O=C(O)COc1ccc(NC(=O)OCc2ccccc2)cc1, Cl, Cl, CC(C)(C)NC(=O)C1CCCN1C(=O)C(O)C(Cc1ccccc1)NC(=O)C(N)CC(N)=O, C1COCCO1. The product is CC(C)(C)NC(=O)C1CCCN1C(=O)C(O)C(Cc1ccccc1)NC(=O)C(CC(N)=O)NC(=O)COc1ccc(NC(=O)OCc2ccccc2)cc1. As a reaction SMILES: [C:57]([O:58][C:59]([NH:60][CH:61]([C:62]([NH:63][CH:64]([CH2:65][c:66]1[cH:67][cH:68][cH:69][cH:70][cH:71]1)[CH:72]([OH:73])[C:74]([N:75]1[CH2:76][CH2:77][CH2:78][CH:79]1[C:80]([NH:81][C:82]([CH3:83])([CH3:84])[CH3:85])=[O:86])=[O:87])=[O:88])[CH2:89][C:90](=[O:91])[NH2:92])=[O:93])([CH3:94])([CH3:95])[CH3:96].[CH2:1]([c:2]1[cH:3][cH:4][cH:5][cH:6][cH:7]1)[O:8][C:9](=[O:10])[NH:11][c:12]1[cH:13][cH:14][c:15]([O:16][CH2:17][C:18](=[O:19])[OH:20])[cH:21][cH:22]1.[ClH:23].[ClH:97].[NH2:24][CH:25]([CH2:26][C:27]([NH2:28])=[O:29])[C:30](=[O:31])[NH:32][CH:33]([CH:34]([C:35](=[O:36])[N:37]1[CH:38]([C:39](=[O:40])[NH:41][C:42]([CH3:43])([CH3:44])[CH3:45])[CH2:46][CH2:47][CH2:48]1)[OH:49])[CH2:50][c:51]1[cH:52][cH:53][cH:54][cH:55][cH:56]1.[O:98]1[CH2:99][CH2:100][O:101][CH2:102][CH2:103]1>>[CH2:1]([c:2]1[cH:3][cH:4][cH:5][cH:6][cH:7]1)[O:8][C:9](=[O:10])[NH:11][c:12]1[cH:13][cH:14][c:15]([O:16][CH2:17][C:18](=[O:20])[NH:24][CH:25]([CH2:26][C:27]([NH2:28])=[O:29])[C:30](=[O:31])[NH:32][CH:33]([CH:34]([C:35](=[O:36])[N:37]2[CH:38]([C:39](=[O:40])[NH:41][C:42]([CH3:43])([CH3:44])[CH3:45])[CH2:46][CH2:47][CH2:48]2)[OH:49])[CH2:50][c:51]2[cH:52][cH:53][cH:54][cH:55][cH:56]2)[cH:21][cH:22]1. Reactants: ClC1=NC=C(C(=N1)N([C@H](C(=O)OC)C)CC1=NC=C(C(=C1C)OC)C)[N+](=O)[O-] (methyl (2S)-2-[(2-chloro-5-nitro-pyrimidin-4-yl)-[(4-methoxy-3,5-dimethyl-pyridin-2-yl)methyl]amino]propanoate), ClC1=NC=C(C(=N1)N([C@H](C(=O)OC)C)CC1=NC=C(C(=C1C)OC)C)[N+](=O)[O-] (methyl (2S)-2-[(2-chloro-5-nitro-pyrimidin-4-yl)-[(4-methoxy-3,5-dimethyl-pyridin-2-yl)methyl]amino]propanoate), N (ammonia). Run in C1CCOC1 (THF). Run at time 2.5 hour. Product: NC1=NC=C(C(=N1)N([C@H](C(=O)OC)C)CC1=NC=C(C(=C1C)OC)C)[N+](=O)[O-] (Methyl (2S)-2-[(2-amino-5-nitro-pyrimidin-4-yl)-[(4-methoxy-3,5-dimethyl-pyridin-2-yl)methyl]amino]propanoate), foam. Yield: 81.0%. Reaction SMILES: Cl[C:2]1[N:7]=[C:6]([N:8]([CH2:15][C:16]2[C:21]([CH3:22])=[C:20]([O:23][CH3:24])[C:19]([CH3:25])=[CH:18][N:17]=2)[C@@H:9]([CH3:14])[C:10]([O:12][CH3:13])=[O:11])[C:5]([N+:26]([O-:28])=[O:27])=[CH:4][N:3]=1.[NH3:29]>C1COCC1>[NH2:29][C:2]1[N:7]=[C:6]([N:8]([CH2:15][C:16]2[C:21]([CH3:22])=[C:20]([O:23][CH3:24])[C:19]([CH3:25])=[CH:18][N:17]=2)[C@@H:9]([CH3:14])[C:10]([O:12][CH3:13])=[O:11])[C:5]([N+:26]([O-:28])=[O:27])=[CH:4][N:3]=1. Reported procedure: A solution of methyl (2S)-2-[(2-chloro-5-nitro-pyrimidin-4-yl)-[(4-methoxy-3,5-dimethyl-pyridin-2-yl)methyl]amino]propanoate (Intermediate 3)(1.0 g, 2.44 mmol) in THF (30 mL) was treated with ammonia (28% in water, 3 mL). The reaction mixture was stirred at room temperature for 2.5 hours, then partitioned between DCM and water. The organic solution was dried with magnesium sulfate and concentrated under reduced pressure. The residue was purified by MPLC on silica using gradient elution (30% ethy... Starting materials: CCOC(=O)CBr, CCO, CC(C)=O, O=C1c2c(cc(O)c(Cl)c2Cl)CC1c1ccc(Cl)cc1. Product: CCOC(=O)COc1cc2c(c(Cl)c1Cl)C(=O)C(c1ccc(Cl)cc1)C2. As a reaction SMILES: [Br:21][CH2:22][C:23](=[O:24])[O:25][CH2:26][CH3:27].[CH2:32]([OH:33])[CH3:34].[CH3:28][C:29]([CH3:30])=[O:31].[Cl:1][c:2]1[c:3]([OH:20])[cH:4][c:5]2[c:9]([c:10]1[Cl:11])[C:8](=[O:12])[CH:7]([c:13]1[cH:14][cH:15][c:16]([Cl:19])[cH:17][cH:18]1)[CH2:6]2>>[Cl:1][c:2]1[c:3]([O:20][CH2:22][C:23](=[O:24])[O:25][CH2:26][CH3:27])[cH:4][c:5]2[c:9]([c:10]1[Cl:11])[C:8](=[O:12])[CH:7]([c:13]1[cH:14][cH:15][c:16]([Cl:19])[cH:17][cH:18]1)[CH2:6]2. Starting materials: OC1=CC=C2C(C(=C(OC2=C1)C)C1=CC=CC=C1)=O (7-hydroxy-2-methyl-isoflavone), C([O-])([O-])=O.[K+].[K+] (potassium carbonate), [I-].[K+] (potassium iodide), C(C1=CC=CC=C1)Cl (benzyl chloride). Run in CC(=O)C (acetone). Yields the product C(C1=CC=CC=C1)OC1=CC=C2C(C(=C(OC2=C1)C)C1=CC=CC=C1)=O (7-benzyloxy-2-methyl-isoflavone). RXN SMILES: [OH:1][C:2]1[CH:11]=[C:10]2[C:5]([C:6](=[O:19])[C:7]([C:13]3[CH:18]=[CH:17][CH:16]=[CH:15][CH:14]=3)=[C:8]([CH3:12])[O:9]2)=[CH:4][CH:3]=1.C(=O)([O-])[O-].[K+].[K+].[I-].[K+].[CH2:28](Cl)[C:29]1[CH:34]=[CH:33][CH:32]=[CH:31][CH:30]=1>CC(C)=O>[CH2:28]([O:1][C:2]1[CH:11]=[C:10]2[C:5]([C:6](=[O:19])[C:7]([C:13]3[CH:18]=[CH:17][CH:16]=[CH:15][CH:14]=3)=[C:8]([CH3:12])[O:9]2)=[CH:4][CH:3]=1)[C:29]1[CH:34]=[CH:33][CH:32]=[CH:31][CH:30]=1 |f:1.2.3,4.5|. Procedure: 10 g of 7-hydroxy-2-methyl-isoflavone, 10 g of anhydrous potassium carbonate, 1 g of potassium iodide and 12.5 g of benzyl chloride are boiled in 200 ml of anhydrous acetone for 2 hours with stirring, under a reflux condenser. On subjecting the mixture to steam distillation, the crude product precipitating from the water is filtered, dried, and recrystallized from a mixture of 100 ml of methanol and 40 ml of acetone, affording white needle crystals of 7-benzyloxy-2-methyl-isoflavone, m.p. 139°-1...